This data is from the Open Reaction Database (ORD), a public repository of structured organic reaction records. The task is: describe an organic reaction: reactants, conditions, products, and yield Starting materials: [Mg] (magnesium), BrC1=CC=C(C=C1)Br (1,4-dibromobenzene), Cl[Si](Cl)(Cl)Cl (tetrachlorosilane). Solvent: C(C)OCC (diethylether), C(C)OCC (diethylether). Conditions: time 8 hour. Product: BrC1=CC=C(C=C1)[Si](Cl)(Cl)Cl (4-bromophenyltrichlorosilane). As a reaction SMILES: [Mg].[Br:2][C:3]1[CH:8]=[CH:7][C:6](Br)=[CH:5][CH:4]=1.[Cl:10][Si:11](Cl)([Cl:13])[Cl:12]>C(OCC)C>[Br:2][C:3]1[CH:8]=[CH:7][C:6]([Si:11]([Cl:13])([Cl:12])[Cl:10])=[CH:5][CH:4]=1. Reported procedure: Freshly activated magnesium (8.5 g, 0.35 mol) was slowly added over a period of four hours to a solution of 1,4-dibromobenzene (80 g, 0.34 mol) in 200 mL of diethylether, keeping the temperature below 30° C. The reaction mixture was stirred for 8 hours and then slowly added to a mixture of tetrachlorosilane (100 mL, 0.87 mol) in diethylether (50 mL) within 12 hours. The mixture was stirred for 12 hours, and unreacted tetrachlorosilane and diethylether were removed in vacuum. The remaining liquid... The reactants are C(C)C(CC(CC(CC(C)(C)C)C)OC(=O)N1N=CN=C1)CCCC (1-[8-ethyl-2,2,4-trimethyl-6-dodecyloxycarbonyl]-1,2,4-triazole), BrCC(CCCC)CC (1-bromo-2-ethylhexane), ClC(=O)[O-] (chloroformate), CC(CCO)CC(C)(C)C (3,5,5-trimethylhexanol), [Li] (lithium). Reagents/catalysts: [Cu] (copper). Solvent: O1CCCC1 (tetrahydrofuran). The product is C(C)C(CC(CC(CC(C)(C)C)C)O)CCCC (8-Ethyl-2,2,4-trimethyl-6-dodecanol). Reaction SMILES: BrCC(CC)CCCC.CC(CC(C)(C)C)CCO.[Li].ClC([O-])=O.[CH2:25]([CH:27]([CH2:46][CH2:47][CH2:48][CH3:49])[CH2:28][CH:29]([O:38]C(N1C=NC=N1)=O)[CH2:30][CH:31]([CH3:37])[CH2:32][C:33]([CH3:36])([CH3:35])[CH3:34])[CH3:26]>O1CCCC1.[Cu]>[CH2:25]([CH:27]([CH2:46][CH2:47][CH2:48][CH3:49])[CH2:28][CH:29]([OH:38])[CH2:30][CH:31]([CH3:37])[CH2:32][C:33]([CH3:34])([CH3:36])[CH3:35])[CH3:26] |^1:19|. Procedure details: 8-Ethyl-2,2,4-trimethyl-6-dodecanol (b.p. 86°-90° at 0.15 mm of mercury pressure) was prepared by reacting 1-bromo-2-ethylhexane and 3,5,5-trimethylhexanol with lithium in tetrahydrofuran at 0° to -10° according to the general method of Pearce, Richards and Scilly (J.Chem. Soc., Perkin I, 1655, 1972). This compound was converted, by way of the chloroformate, into 1-[8-ethyl-2,2,4-trimethyl-6-dodecyloxycarbonyl]-1,2,4-triazole of formula: ##STR18## The compound was evaluated as an extractant for ... Starting materials: O=C1CCN(Cc2ccccc2)CC1, CC(=O)O, CC(C)c1cc(O)cc(O)c1, Cl. The product is CC(C)c1cc(O)c(C2=CCN(Cc3ccccc3)CC2)c(O)c1, Cl. As a reaction SMILES: [CH2:12]([c:13]1[cH:14][cH:15][cH:16][cH:17][cH:18]1)[N:19]1[CH2:20][CH2:21][C:22](=[O:25])[CH2:23][CH2:24]1.[CH3:27][C:28](=[O:29])[OH:30].[CH:1]([CH3:2])([CH3:3])[c:4]1[cH:5][c:6]([OH:11])[cH:7][c:8]([OH:9])[cH:10]1.[ClH:26]>>[CH:1]([CH3:2])([CH3:3])[c:4]1[cH:5][c:6]([OH:11])[c:7]([C:22]2=[CH:21][CH2:20][N:19]([CH2:12][c:13]3[cH:14][cH:15][cH:16][cH:17][cH:18]3)[CH2:24][CH2:23]2)[c:8]([OH:9])[cH:10]1.[ClH:26]. Starting materials: C(C=O)(=O)O (glyoxylic acid), Cl (hydrochloric acid), CC1=C(C=CC=C1)O (2-methylphenol), [OH-].[NH4+] (ammonium hydroxide). Run in O (water), O (water). Run at time 65 hour. The product is CC=1C=C(C=CC1O)C(N)C(=O)O (2-(3'-Methyl-4'-hydroxyphenyl)glycine). As a reaction SMILES: [C:1]([OH:5])(=[O:4])[CH:2]=O.[CH3:6][C:7]1[CH:12]=[CH:11][CH:10]=[CH:9][C:8]=1[OH:13].[OH-].[NH4+:15].Cl>O>[CH3:6][C:7]1[CH:12]=[C:11]([CH:2]([C:1]([OH:5])=[O:4])[NH2:15])[CH:10]=[CH:9][C:8]=1[OH:13] |f:2.3|. Procedure details: A solution of 59.02 g. (0.6 mole) of 75% glyoxylic acid in 100 ml. of water was added to a suspension of 54.6 g. (0.5 mole) of 2-methylphenol and 140 ml. of conc. ammonium hydroxide in 400 ml. of water at room temperature. The temperature of the mixture rose to 37° C. The mixture was stirred at room temperature for 65 hours. The solution, initially at pH 10.1, was adjusted to pH 6.8 with 6 N hydrochloric acid causing the product to crystallize. The product was collected by filtration, washed wit... The reactants are C1(CCCCC1)N1C(N(C(=C(C1=O)C(=O)NCC(=O)O)O)C1CNCCC1)=O (N-{[3-cyclohexyl-6-hydroxy-2,4-dioxo-1-(3-piperidinyl)-1,2,3,4-tetrahydro-5-pyrimidinyl]carbonyl}glycine), C(C)(=O)O (acetic acid). Solvent: C(C)(=O)OC(C)=O (acetic anhydride), C(C)(=O)OCC (ethyl acetate). Product: C(C)(=O)N1CC(CCC1)N1C(N(C(C(=C1O)C(=O)NCC(=O)O)=O)C1CCCCC1)=O (N-{[1-(1-Acetyl-3-piperidinyl)-3-cyclohexyl-6-hydroxy-2,4-dioxo-1,2,3,4-tetrahydro-5-pyrimidinyl]carbonyl}glycine). The yield is 31.0%. RXN SMILES: [CH:1]1([N:7]2[C:12](=[O:13])[C:11]([C:14]([NH:16][CH2:17][C:18]([OH:20])=[O:19])=[O:15])=[C:10]([OH:21])[N:9]([CH:22]3[CH2:27][CH2:26][CH2:25][NH:24][CH2:23]3)[C:8]2=[O:28])[CH2:6][CH2:5][CH2:4][CH2:3][CH2:2]1.[C:29](O)(=[O:31])[CH3:30]>C(OC(=O)C)(=O)C.C(OCC)(=O)C>[C:29]([N:24]1[CH2:25][CH2:26][CH2:27][CH:22]([N:9]2[C:10]([OH:21])=[C:11]([C:14]([NH:16][CH2:17][C:18]([OH:20])=[O:19])=[O:15])[C:12](=[O:13])[N:7]([CH:1]3[CH2:6][CH2:5][CH2:4][CH2:3][CH2:2]3)[C:8]2=[O:28])[CH2:23]1)(=[O:31])[CH3:30]. Procedure: A solution of N-{[3-cyclohexyl-6-hydroxy-2,4-dioxo-1-(3-piperidinyl)-1,2,3,4-tetrahydro-5-pyrimidinyl]carbonyl}glycine (500 mg, 1.26 mmoles) in acetic acid (5.0 mL) and acetic anhydride (5.0 mL) was heated at 130° C. for 2 hours. The mixture was cooled, diluted with ethyl acetate and washed with 1 molar hydrochloric acid (×3), dried and evaporated. Flash chromatography (dichloromethane to 4% methanol-0.1% acetic acid in dichloromethane) and recrystallization from ethanol-water gave the title com... Starting materials: [Ag+], ClCCl, O=Cc1ccccc1, O=S(=O)([O-])C(F)(F)F, [C-]#[N+]CC(=O)OC. Product: COC(=O)C1N=COC1c1ccccc1. RXN SMILES: [Ag+:27].[CH2:16]([Cl:17])[Cl:18].[CH:8](=[O:9])[c:10]1[cH:11][cH:12][cH:13][cH:14][cH:15]1.[F:19][C:20]([F:21])([F:22])[S:23]([O-:24])(=[O:25])=[O:26].[N+:1](#[C-:2])[CH2:3][C:4](=[O:5])[O:6][CH3:7]>>[N:1]1=[CH:2][O:9][CH:8]([c:10]2[cH:11][cH:12][cH:13][cH:14][cH:15]2)[CH:3]1[C:4](=[O:5])[O:6][CH3:7]. Starting materials: Cl (HCl), O1CCOCC1 (dioxane), C(C)(C)(C)OC(N[C@@H]1CC[C@H](CC1)CCN1CCN(CC1)C1=NOC2=C1C=CC=C2)=O (Trans-{4-[2-(4-Benzo[d]isoxazol-3-yl-piperazin-1-yl)-ethyl]-cyclohexyl}-carbamic acid tert-butyl ester). Solvent: C(C)(C)OC(C)C (diisopropylether), ClCCl (dichloromethane). Conditions: time 4 hour. The product is Cl.O1N=C(C2=C1C=CC=C2)N2CCN(CC2)CC[C@@H]2CC[C@H](CC2)N (trans-4-[2-(4-Benzo[d]isoxazol-3-yl-piperazin-1-yl)-ethyl]-cyclohexylamine hydrochloride). As a reaction SMILES: C(OC(=O)[NH:7][C@H:8]1[CH2:13][CH2:12][C@H:11]([CH2:14][CH2:15][N:16]2[CH2:21][CH2:20][N:19]([C:22]3[C:26]4[CH:27]=[CH:28][CH:29]=[CH:30][C:25]=4[O:24][N:23]=3)[CH2:18][CH2:17]2)[CH2:10][CH2:9]1)(C)(C)C.[ClH:32].O1CCOCC1>ClCCl.C(OC(C)C)(C)C>[ClH:32].[O:24]1[C:25]2[CH:30]=[CH:29][CH:28]=[CH:27][C:26]=2[C:22]([N:19]2[CH2:18][CH2:17][N:16]([CH2:15][CH2:14][C@H:11]3[CH2:12][CH2:13][C@H:8]([NH2:7])[CH2:9][CH2:10]3)[CH2:21][CH2:20]2)=[N:23]1 |f:5.6|. Reported procedure: Trans-{4-[2-(4-Benzo[d]isoxazol-3-yl-piperazin-1-yl)-ethyl]-cyclohexyl}-carbamic acid tert-butyl ester (1.3 g, 3.03 mmol) was dissolved in 3 ml dichloromethane and 4N HCl in dioxane (15.2 ml, 60.7 mmol) was added. The white suspension was stirred for 4 hours at room temperature, diluted with diisopropylether and filtered. The crystals were washed with diisopropylether and dried for 1 hour at 50° C. and <20 mbar, to get the desired salt as a white solid (1.2 g, quant.) [MS: m/e=329.2 (M+H+)]. Starting materials: C(=O)(C(F)(F)F)O (TFA), FC1=C(C=CC=C1)NC1=NN=C(O1)C(=O)NC=1C=CC(=NC1)N1CCC(CC1)C(=O)OC(C)(C)C (tert-Butyl 1-{5-[({5-[(2-fluorophenyl)amino]-1,3,4-oxadiazol-2-yl}carbonyl)amino]pyridin-2-yl}piperidine-4-carboxylate), C(=O)(C(F)(F)F)O (TFA), Cl (HCl), solution. The solvent is C(Cl)Cl (DCM), O1CCOCC1 (1,4-dioxan). The product is Cl.FC1=C(C=CC=C1)NC1=NN=C(O1)C(=O)NC=1C=CC(=NC1)N1CCC(CC1)C(=O)O (1-{5-[({5-[(2-Fluorophenyl)amino]-1,3,4-oxadiazol-2-yl}carbonyl)amino]pyridin-2-yl}piperidine-4-carboxylic acid hydrochloride). Yield: 42.0%. As a reaction SMILES: C(O)(C(F)(F)F)=O.[F:8][C:9]1[CH:14]=[CH:13][CH:12]=[CH:11][C:10]=1[NH:15][C:16]1[O:20][C:19]([C:21]([NH:23][C:24]2[CH:25]=[CH:26][C:27]([N:30]3[CH2:35][CH2:34][CH:33]([C:36]([O:38]C(C)(C)C)=[O:37])[CH2:32][CH2:31]3)=[N:28][CH:29]=2)=[O:22])=[N:18][N:17]=1.[ClH:43]>C(Cl)Cl.O1CCOCC1>[ClH:43].[F:8][C:9]1[CH:14]=[CH:13][CH:12]=[CH:11][C:10]=1[NH:15][C:16]1[O:20][C:19]([C:21]([NH:23][C:24]2[CH:25]=[CH:26][C:27]([N:30]3[CH2:31][CH2:32][CH:33]([C:36]([OH:38])=[O:37])[CH2:34][CH2:35]3)=[N:28][CH:29]=2)=[O:22])=[N:18][N:17]=1 |f:5.6|. Reported procedure: TFA (0.307 mL; 4.0 mmol) was added to a suspension of tert-Butyl 1-{5-[({5-[(2-fluorophenyl)amino]-1,3,4-oxadiazol-2-yl}carbonyl)amino]pyridin-2-yl}piperidine-4-carboxylate (483 mg; 1.0 mmol) in DCM (5 mL). After 3 days more TFA was added in aliquots (0.31 mL) over 2 days then HCl (1 mL of a 4M solution in 1,4-dioxan) was added. After 24 h the mixture was filtered and the solid was washed with ether and dried under vacuum at 60° C. to give the title compound (193 mg, 42%) as a solid; 1H NMR δ1.5...